From a dataset of the Open Reaction Database (ORD), a public repository of structured organic reaction records. describe an organic reaction: reactants, conditions, products, and yield Starting materials: CCCC1CCC(CCc2c(F)cccc2-c2cc(F)cc(F)c2)CC1, C1CCOC1, CN(C)CCN(C)C, [Li]CCCC, CCOCC, O=C1CCC(=O)N1Cl, O. The product is CCCC1CCC(CCc2c(F)cccc2-c2cc(F)c(Cl)c(F)c2)CC1. As a reaction SMILES: [CH2:1]([CH2:2][CH3:3])[CH:4]1[CH2:5][CH2:6][CH:7]([CH2:10][CH2:11][c:12]2[c:13](-[c:19]3[cH:20][c:21]([F:26])[cH:22][c:23]([F:25])[cH:24]3)[cH:14][cH:15][cH:16][c:17]2[F:18])[CH2:8][CH2:9]1.[CH2:48]1[O:49][CH2:50][CH2:51][CH2:52]1.[CH3:27][N:28]([CH3:29])[CH2:30][CH2:31][N:32]([CH3:33])[CH3:34].[CH3:35][CH2:36][CH2:37][CH2:38][Li:39].[CH3:53][CH2:54][O:55][CH2:56][CH3:57].[Cl:40][N:41]1[C:42](=[O:43])[CH2:44][CH2:45][C:46]1=[O:47].[OH2:58]>>[CH2:1]([CH2:2][CH3:3])[CH:4]1[CH2:5][CH2:6][CH:7]([CH2:10][CH2:11][c:12]2[c:13](-[c:19]3[cH:20][c:21]([F:26])[c:22]([Cl:40])[c:23]([F:25])[cH:24]3)[cH:14][cH:15][cH:16][c:17]2[F:18])[CH2:8][CH2:9]1. Starting materials: (+)-(4aR)-(10bR)-4-methyl-10b-methyl-1,2,3,4,4a,5,6,10b-octahydrobenzo[f]quinolin-3-one 8-boronic acid, BrC1=CC2=C(N=CS2)C=C1 (6-bromobenzothiazole), C([O-])([O-])=O.[Na+].[Na+] (sodium carbonate), C1CCOC1 (THF). Reagents/catalysts: [Pd].C1(=CC=CC=C1)P(C1=CC=CC=C1)C1=CC=CC=C1.C1(=CC=CC=C1)P(C1=CC=CC=C1)C1=CC=CC=C1.C1(=CC=CC=C1)P(C1=CC=CC=C1)C1=CC=CC=C1.C1(=CC=CC=C1)P(C1=CC=CC=C1)C1=CC=CC=C1 (tetrakis (triphenylphosphine) palladium (0)). Solvent: C(Cl)(Cl)Cl (chloroform). Yields the product CN1C(CC[C@@]2(C3=C(CC[C@@H]12)C=C(C=C3)C3=CC1=C(N=CS1)C=C3)C)=O ((+)-(4aR)-(10bR)-4-methyl-8-(6-benzothiazolyl)-10b-methyl-1,2,3,4,4a,5,6,10b-octahydrobenzo[f]quinolin-3-one). The yield is 47.0%. As a reaction SMILES: Br[C:2]1[CH:10]=[CH:9][C:5]2[N:6]=[CH:7][S:8][C:4]=2[CH:3]=1.[C:11](=[O:14])([O-])[O-].[Na+].[Na+].[CH2:17]1[CH2:21]O[CH2:19][CH2:18]1>C(Cl)(Cl)Cl.[Pd].C1(P(C2C=CC=CC=2)C2C=CC=CC=2)C=CC=CC=1.C1(P(C2C=CC=CC=2)C2C=CC=CC=2)C=CC=CC=1.C1(P(C2C=CC=CC=2)C2C=CC=CC=2)C=CC=CC=1.C1(P(C2C=CC=CC=2)C2C=CC=CC=2)C=CC=CC=1>[CH3:7][N:6]1[C@H:5]2[C@@:17]([CH3:21])([C:17]3[CH:21]=[CH:10][C:2]([C:2]4[CH:10]=[CH:9][C:5]5[N:6]=[CH:7][S:8][C:4]=5[CH:3]=4)=[CH:3][C:18]=3[CH2:19][CH2:4]2)[CH2:18][CH2:19][C:11]1=[O:14] |f:1.2.3,6.7.8.9.10|. Procedure details: A 15 mL round bottom flask was charged with (+)-(4aR)-(10bR)-4-methyl-10b-methyl-1,2,3,4,4a,5,6,10b-octahydrobenzo[f]quinolin-3-one-8-boronic acid(178 mg, 0.65 mmol), tetrakis (triphenylphosphine) palladium (0) (23 mg, 0.02 mmol), 6-bromobenzothiazole (139 mg, 0.65 mmol), 0.65 mL of 2M aqueous sodium carbonate and 2 mL of THF, fitted with a reflux condenser, and the stirred mixture was heated at 80°, under nitrogen, for 24 h. The mixture was cooled, diluted with chloroform (75 mL) and washed wit...